Dataset: the Open Reaction Database (ORD), a public repository of structured organic reaction records. Task: describe an organic reaction: reactants, conditions, products, and yield The reactants are Cl, Cl, Cl, O=C(O)CC(F)(F)F, NC1CCC(CCN2CCN(c3nccc4c3CCO4)CC2)CC1. The product is O=C(CC(F)(F)F)NC1CCC(CCN2CCN(c3nccc4c3CCO4)CC2)CC1. As a reaction SMILES: [ClH:1].[ClH:2].[ClH:3].[F:28][C:29]([CH2:30][C:31](=[O:32])[OH:33])([F:34])[F:35].[O:4]1[CH2:5][CH2:6][c:7]2[c:8]([N:13]3[CH2:14][CH2:15][N:16]([CH2:19][CH2:20][CH:21]4[CH2:22][CH2:23][CH:24]([NH2:27])[CH2:25][CH2:26]4)[CH2:17][CH2:18]3)[n:9][cH:10][cH:11][c:12]21>>[O:4]1[CH2:5][CH2:6][c:7]2[c:8]([N:13]3[CH2:14][CH2:15][N:16]([CH2:19][CH2:20][CH:21]4[CH2:22][CH2:23][CH:24]([NH:27][C:31]([CH2:30][C:29]([F:28])([F:34])[F:35])=[O:32])[CH2:25][CH2:26]4)[CH2:17][CH2:18]3)[n:9][cH:10][cH:11][c:12]21. Reactants: CC(C(=O)OCC)C(=O)OCC (Diethyl methylmalonate), C([O-])([O-])=O.[K+].[K+] (potassium carbonate), C(Cl)(Cl)(Cl)Cl (carbon tetrachloride), CC(C(=O)OCC)C(=O)OCC (diethyl methylmalonate). RXN SMILES: [CH3:1][CH:2]([C:8]([O:10][CH2:11][CH3:12])=[O:9])[C:3]([O:5][CH2:6][CH3:7])=[O:4].C(=O)([O-])[O-].[K+].[K+].C(Cl)(Cl)(Cl)[Cl:20]>[Br-].C([N+](CCCC)(CCCC)CCCC)CCC>[Cl:20][C:2]([CH3:1])([C:3]([O:5][CH2:6][CH3:7])=[O:4])[C:8]([O:10][CH2:11][CH3:12])=[O:9] |f:1.2.3,5.6|. Procedure: Diethyl methylmalonate (1.74 g, 10 mmol), 1.38 g (10 mmol) of potassium carbonate, 0.12 g of tetra-n-butylammonium bromide, and 5 mL of carbon tetrachloride were mixed at 70° C. for 3 h. Gas chromatographic analysis of the mixture showed complete conversion of the diethyl methylmalonate to give 2.04 g of diethyl α-chloro-α-methylmalonate (98% yield). The product is ClC(C(=O)OCC)(C(=O)OCC)C (diethyl α-chloro-α-methylmalonate). Isolated yield 98.0%. Reagents/catalysts: [Br-].C(CCC)[N+](CCCC)(CCCC)CCCC (tetra-n-butylammonium bromide). Reactants: N(N)(C(=O)OCC)C(=O)OCC (diethyl hydrazinedicarboxylate), ClCCCCCl (1,4-dichlorobutane), [OH-].[K+] (potassium hydroxide). Run in CN1C(N(CC1)C)=O (1,3-dimethylimidazolidinone). Product: N1(N(CCCC1)C(=O)OCC)C(=O)OCC (diethyl hexahydropyridazine-1,2-dicarboxylate). The yield is 143.3%. As a reaction SMILES: [N:1]([C:8](OCC)=O)([C:3]([O:5][CH2:6][CH3:7])=[O:4])[NH2:2].Cl[CH2:14][CH2:15][CH2:16]CCl.[OH-:19].[K+]>CN1CCN(C)C1=O>[N:1]1([C:3]([O:5][CH2:6][CH3:7])=[O:4])[CH2:8][CH2:14][CH2:15][CH2:16][N:2]1[C:3]([O:5][CH2:6][CH3:7])=[O:19] |f:2.3|. Reported procedure: Into a 500-ml, four-necked flask equipped with a reflux condenser, a stirrer and a thermometer were charged 35.2 g (0.2 mole) of diethyl hydrazinedicarboxylate, 25.9 g (0.204 mole) of 1,4-dichlorobutane, 200 ml of 1,3-dimethylimidazolidinone and 22.4 g (0.4 mole) of potassium hydroxide, gradually warmed up to 50°-60° C. and aged for 3 hours. After completion of the reaction, the reaction mixture was cooled and filtered to remove the solid matters, after which the solvent was removed by distillat... The reactants are ClC1=C2C(=NC(=C1)C1=C3C=NNC3=CC=C1)N(N=C2)C (4-Chloro-6-(1H-indazol-4-yl)-1-methyl-1H-pyrazolo[3,4-b]pyridine), Cl.CS(=O)(=O)C1=CC=C(N)C=C1 (4-methylsulphonylaniline hydrochloride), C([O-])([O-])=O.[Cs+].[Cs+] (cesium carbonate). The reagents and catalysts are C=1C=CC(=CC1)/C=C/C(=O)/C=C/C2=CC=CC=C2.C=1C=CC(=CC1)/C=C/C(=O)/C=C/C2=CC=CC=C2.C=1C=CC(=CC1)/C=C/C(=O)/C=C/C2=CC=CC=C2.[Pd].[Pd] (tris(dibenzylidene acetone)dipalladium(0)), C=1C=CC(=CC1)/C=C/C(=O)/C=C/C2=CC=CC=C2.C=1C=CC(=CC1)/C=C/C(=O)/C=C/C2=CC=CC=C2.C=1C=CC(=CC1)/C=C/C(=O)/C=C/C2=CC=CC=C2.[Pd].[Pd] (Pd2(dba)3). Solvent: O1CCOCC1 (dioxane), C(C)OC(C)=O (ethylacetate), O (water). Reaction conditions: temperature 100 celsius. Yields the product N1N=CC2=C(C=CC=C12)C=1C=C(C2=C(N1)N(N=C2)C)NC2=CC=C(C=C2)S(=O)(=O)C (6-(1H-indazol-4-yl)-1-methyl-N-(4-(methylsulfonyl)phenyl)-1H-pyrazolo[3,4-b]pyridin-4-amine). Yield: 17.1%. Reaction SMILES: Cl[C:2]1[CH:7]=[C:6]([C:8]2[CH:16]=[CH:15][CH:14]=[C:13]3[C:9]=2[CH:10]=[N:11][NH:12]3)[N:5]=[C:4]2[N:17]([CH3:20])[N:18]=[CH:19][C:3]=12.Cl.[CH3:22][S:23]([C:26]1[CH:32]=[CH:31][C:29]([NH2:30])=[CH:28][CH:27]=1)(=[O:25])=[O:24].C(=O)([O-])[O-].[Cs+].[Cs+]>O1CCOCC1.C(OC(=O)C)C.O.C1C=CC(/C=C/C(/C=C/C2C=CC=CC=2)=O)=CC=1.C1C=CC(/C=C/C(/C=C/C2C=CC=CC=2)=O)=CC=1.C1C=CC(/C=C/C(/C=C/C2C=CC=CC=2)=O)=CC=1.[Pd].[Pd]>[NH:12]1[C:13]2[C:9](=[C:8]([C:6]3[CH:7]=[C:2]([NH:30][C:29]4[CH:28]=[CH:27][C:26]([S:23]([CH3:22])(=[O:25])=[O:24])=[CH:32][CH:31]=4)[C:3]4[CH:19]=[N:18][N:17]([CH3:20])[C:4]=4[N:5]=3)[CH:16]=[CH:15][CH:14]=2)[CH:10]=[N:11]1 |f:1.2,3.4.5,9.10.11.12.13|. Procedure: A solution of 4-chloro-6-(1H-indazol-4-yl)-1-methyl-1H-pyrazolo[3,4-b]pyridine 7 (0.04 g, 0.14 mmol) in dioxane was treated with 4-methylsulphonylaniline hydrochloride (0.058 g, 0.28 mmol) in the presence of (tris(dibenzylidene acetone)dipalladium(0), Pd2(dba)3 (0.13 g, 0.014 mmol), XANPHOS (0.016 g, 0.028 mmol) and cesium carbonate (0.18 g, 0.56 mmol) and the reaction mixture were heated overnight at 100° C. The reaction mixture was diluted with ethylacetate and water. The aqueous portions were... The reactants are C1(=CC=CC=C1)NC(=O)C=1N=C2N(C=C(C=C2)B2OC(C(O2)(C)C)(C)C)C1 (N-phenyl-6-(4,4,5,5-tetramethyl-1,3,2-dioxaborolan-2-yl)imidazo[1,2-a]pyridine-2-carboxamide), C1(=CC=CC=C1)NC(=O)C=1N=C2N(C=C(C=C2)B2OC(C(O2)(C)C)(C)C)C1 (N-phenyl-6-(4,4,5,5-tetramethyl-1,3,2-dioxaborolan-2-yl)imidazo[1,2-a]pyridine-2-carboxamide), C([O-])([O-])=O.[Na+].[Na+] (sodium carbonate), IC=1N=CN(C1)C(C1=CC=CC=C1)(C1=CC=CC=C1)C1=CC=CC=C1 (4-iodo-1-triphenylmethylimidazole). Reagents/catalysts: [Pd].C1(=CC=CC=C1)P(C1=CC=CC=C1)C1=CC=CC=C1.C1(=CC=CC=C1)P(C1=CC=CC=C1)C1=CC=CC=C1.C1(=CC=CC=C1)P(C1=CC=CC=C1)C1=CC=CC=C1.C1(=CC=CC=C1)P(C1=CC=CC=C1)C1=CC=CC=C1 (tetrakis(triphenylphosphine)-palladium). Run in O1CCOCC1 (dioxane). The product is C1(=CC=CC=C1)C(N1C=NC(=C1)C=1C=CC=2N(C1)C=C(N2)C(=O)NC2=CC=CC=C2)(C2=CC=CC=C2)C2=CC=CC=C2 (6-(1-triphenylmethyl-1H-imidazol-4-yl)-N-phenylimidazo[1,2-a]pyridine-2-carboxamide). Yield: 42.2%. RXN SMILES: [C:1]1([NH:7][C:8]([C:10]2[N:11]=[C:12]3[CH:17]=[CH:16][C:15](B4OC(C)(C)C(C)(C)O4)=[CH:14][N:13]3[CH:27]=2)=[O:9])[CH:6]=[CH:5][CH:4]=[CH:3][CH:2]=1.C(=O)([O-])[O-].[Na+].[Na+].I[C:35]1[N:36]=[CH:37][N:38]([C:40]([C:53]2[CH:58]=[CH:57][CH:56]=[CH:55][CH:54]=2)([C:47]2[CH:52]=[CH:51][CH:50]=[CH:49][CH:48]=2)[C:41]2[CH:46]=[CH:45][CH:44]=[CH:43][CH:42]=2)[CH:39]=1>[Pd].C1(P(C2C=CC=CC=2)C2C=CC=CC=2)C=CC=CC=1.C1(P(C2C=CC=CC=2)C2C=CC=CC=2)C=CC=CC=1.C1(P(C2C=CC=CC=2)C2C=CC=CC=2)C=CC=CC=1.C1(P(C2C=CC=CC=2)C2C=CC=CC=2)C=CC=CC=1.O1CCOCC1>[C:53]1([C:40]([C:41]2[CH:42]=[CH:43][CH:44]=[CH:45][CH:46]=2)([C:47]2[CH:48]=[CH:49][CH:50]=[CH:51][CH:52]=2)[N:38]2[CH:39]=[C:35]([C:15]3[CH:16]=[CH:17][C:12]4[N:13]([CH:27]=[C:10]([C:8]([NH:7][C:1]5[CH:2]=[CH:3][CH:4]=[CH:5][CH:6]=5)=[O:9])[N:11]=4)[CH:14]=3)[N:36]=[CH:37]2)[CH:58]=[CH:57][CH:56]=[CH:55][CH:54]=1 |f:1.2.3,5.6.7.8.9|. Procedure details: 540 mg of N-phenyl-6-(4,4,5,5-tetramethyl-1,3,2-dioxaborolan-2-yl)imidazo[1,2-a]pyridine-2-carboxamide (Intermediate 5), 13 mL of dioxane, 6.8 mL of 2M sodium carbonate solution, 843 mg of 4-iodo-1-triphenylmethylimidazole and 86 mg of tetrakis(triphenylphosphine)-palladium are placed in a microwave tube. The mixture is heated for 10 minutes in a microwave machine set at 120° C., and then cooled and concentrated under reduced pressure. The residue is taken up in 100 mL of dichloromethane. After ... Starting materials: C(C)OC(=O)C1=C(N=C(N1CC1=CC=C(C=C1)C1=C(C=CC=C1)C#N)CCC)C(C)(C)O (ethyl-4-(1-hydroxy-1-methylethyl)-2-propyl-1-[(2′-cyanobiphenyl-4-yl)-methyl]-imidazole-5-carboxylate), C(CCC)[Sn](CCCC)(CCCC)Cl (tributyltin chloride), [N-]=[N+]=[N-].[Na+] (NaN3). Run in C1(=CC=CC=C1)C (toluene). Reaction conditions: time 18 hour. Yields the product C(C)OC(=O)C1=C(N=C(N1CC1=CC=C(C=C1)C1=C(C=CC=C1)C1=NN=NN1)CCC)C(C)(C)O (ethyl-4-(1-hydroxy-1-methylethyl)-2-propyl-1-[[2′-(1H-tetrazol-5-yl) [1,1′-biphenyl]-4-yl]methyl]-imidazole-5-carboxylate). Yield: 134.3%. RXN SMILES: [CH2:1]([O:3][C:4]([C:6]1[N:10]([CH2:11][C:12]2[CH:17]=[CH:16][C:15]([C:18]3[CH:23]=[CH:22][CH:21]=[CH:20][C:19]=3[C:24]#[N:25])=[CH:14][CH:13]=2)[C:9]([CH2:26][CH2:27][CH3:28])=[N:8][C:7]=1[C:29]([OH:32])([CH3:31])[CH3:30])=[O:5])[CH3:2].C([Sn](Cl)(CCCC)CCCC)CCC.[N-:47]=[N+:48]=[N-:49].[Na+]>C1(C)C=CC=CC=1>[CH2:1]([O:3][C:4]([C:6]1[N:10]([CH2:11][C:12]2[CH:17]=[CH:16][C:15]([C:18]3[CH:23]=[CH:22][CH:21]=[CH:20][C:19]=3[C:24]3[NH:49][N:48]=[N:47][N:25]=3)=[CH:14][CH:13]=2)[C:9]([CH2:26][CH2:27][CH3:28])=[N:8][C:7]=1[C:29]([OH:32])([CH3:30])[CH3:31])=[O:5])[CH3:2] |f:2.3|. Procedure details: The mixture of 0.56 g (0.8 mmol) ethyl-4-(1-hydroxy-1-methylethyl)-2-propyl-1-[(2′-cyanobiphenyl-4-yl)-methyl]-imidazole-5-carboxylate, 3 ml toluene, 0.65 ml (2.1 mmol) tributyltin chloride and 0.13 mg (2 mmol) NaN3, were heated under reflux for 42 h. The reaction mixture was evaporated under reduced pressure and the residue was dissolved in 5.5 ml of 2.5 M HCl in ethanol. The solution was stirred for 18 h and then concentrated. The residue was triturated in diisopropyl ether to give 0.51 g of t...